From a dataset of the Open Reaction Database (ORD), a public repository of structured organic reaction records. describe an organic reaction: reactants, conditions, products, and yield The reactants are O=S(=O)(c1cccc(CCCCOCCCCCCNCc2ccccc2)c1)C1CCCC1, C1CCOC1, O=CNc1cc(C2CO2)ccc1OCc1ccccc1. Yields the product O=CNc1cc(C(O)CN(CCCCCCOCCCCc2cccc(S(=O)(=O)C3CCCC3)c2)Cc2ccccc2)ccc1OCc1ccccc1. As a reaction SMILES: [CH2:1]([c:2]1[cH:3][cH:4][cH:5][cH:6][cH:7]1)[NH:8][CH2:9][CH2:10][CH2:11][CH2:12][CH2:13][CH2:14][O:15][CH2:16][CH2:17][CH2:18][CH2:19][c:20]1[cH:21][c:22]([S:26](=[O:27])(=[O:28])[CH:29]2[CH2:30][CH2:31][CH2:32][CH2:33]2)[cH:23][cH:24][cH:25]1.[CH2:54]1[O:55][CH2:56][CH2:57][CH2:58]1.[O:34]1[CH:35]([c:37]2[cH:38][cH:39][c:40]([O:46][CH2:47][c:48]3[cH:49][cH:50][cH:51][cH:52][cH:53]3)[c:41]([NH:43][CH:44]=[O:45])[cH:42]2)[CH2:36]1>>[CH2:1]([c:2]1[cH:3][cH:4][cH:5][cH:6][cH:7]1)[N:8]([CH2:9][CH2:10][CH2:11][CH2:12][CH2:13][CH2:14][O:15][CH2:16][CH2:17][CH2:18][CH2:19][c:20]1[cH:21][c:22]([S:26](=[O:27])(=[O:28])[CH:29]2[CH2:30][CH2:31][CH2:32][CH2:33]2)[cH:23][cH:24][cH:25]1)[CH2:36][CH:35]([OH:34])[c:37]1[cH:38][cH:39][c:40]([O:46][CH2:47][c:48]2[cH:49][cH:50][cH:51][cH:52][cH:53]2)[c:41]([NH:43][CH:44]=[O:45])[cH:42]1. Starting materials: CCCCC, CC(C)(C)OC(=O)Nc1nc2cc(OS(=O)(=O)c3c(Cl)cccc3Cl)ccc2[nH]1, ClCCl, O=C(O)C(F)(F)F. Yields the product Nc1nc2cc(OS(=O)(=O)c3c(Cl)cccc3Cl)ccc2[nH]1. As a reaction SMILES: [CH3:40][CH2:41][CH2:42][CH2:43][CH3:44].[Cl:1][c:2]1[c:3]([S:9](=[O:10])(=[O:11])[O:12][c:13]2[cH:14][c:15]3[c:16]([nH:17][c:18]([NH:20][C:21]([O:22][C:23]([CH3:24])([CH3:25])[CH3:26])=[O:27])[n:19]3)[cH:28][cH:29]2)[c:4]([Cl:8])[cH:5][cH:6][cH:7]1.[Cl:37][CH2:38][Cl:39].[OH:30][C:31]([C:32]([F:33])([F:34])[F:35])=[O:36]>>[Cl:1][c:2]1[c:3]([S:9](=[O:10])(=[O:11])[O:12][c:13]2[cH:14][c:15]3[c:16]([nH:17][c:18]([NH2:20])[n:19]3)[cH:28][cH:29]2)[c:4]([Cl:8])[cH:5][cH:6][cH:7]1.